This data is from the Open Reaction Database (ORD), a public repository of structured organic reaction records. The task is: describe an organic reaction: reactants, conditions, products, and yield The reactants are CS(=O)(=O)OC[C@H]1CN(C(O1)=O)C1=CC=C2C=C(NC(C2=C1)=O)C1=C(C=CC=C1)C(F)(F)F ((R)-2-Oxo-3-[1-oxo-3-(2-trifluoromethylphenyl)-1,2-dihydroisoquinolin-7-yl]oxazolidin-5-ylmethyl methanesulfonate), N1CCCCC1 (piperidine). Run in C(C)#N (acetonitrile). Yields the product O=C1O[C@H](CN1C1=CC=C2C=C(NC(C2=C1)=O)C1=C(C=CC=C1)C(F)(F)F)CN1CCCCC1 (7-((S)-2-oxo-5-piperidin-1-ylmethyloxazolidin-3-yl)-3-(2-trifluoromethylphenyl)-2H-isoquinolin-1-one). Yield: 73.0%. As a reaction SMILES: CS(O[CH2:6][C@@H:7]1[O:11][C:10](=[O:12])[N:9]([C:13]2[CH:22]=[C:21]3[C:16]([CH:17]=[C:18]([C:24]4[CH:29]=[CH:28][CH:27]=[CH:26][C:25]=4[C:30]([F:33])([F:32])[F:31])[NH:19][C:20]3=[O:23])=[CH:15][CH:14]=2)[CH2:8]1)(=O)=O.[NH:34]1[CH2:39][CH2:38][CH2:37][CH2:36][CH2:35]1>C(#N)C>[O:12]=[C:10]1[N:9]([C:13]2[CH:22]=[C:21]3[C:16]([CH:17]=[C:18]([C:24]4[CH:29]=[CH:28][CH:27]=[CH:26][C:25]=4[C:30]([F:31])([F:33])[F:32])[NH:19][C:20]3=[O:23])=[CH:15][CH:14]=2)[CH2:8][C@H:7]([CH2:6][N:34]2[CH2:39][CH2:38][CH2:37][CH2:36][CH2:35]2)[O:11]1. Procedure details: The methanesulfonic acid (R)-2-oxo-3-[1-oxo-3-(2-trifluoromethylphenyl)-1,2-dihydroisoquinolin-7-yl]oxazolidin-5-ylmethyl(20 mg, 0.0415 mmol) obtained in step A was dissolved in acetonitrile (0.1 ml). Thereafter, piperidine (8.2 μl) was added to the solution, and the obtained mixture was stirred under heating to reflux for 12 hours. Thereafter, the reaction solution was concentrated, and the obtained residue was then purified by silica gel column chromatography (methylene chloride:methanol=30:1)...